Dataset: the Open Reaction Database (ORD), a public repository of structured organic reaction records. Task: describe an organic reaction: reactants, conditions, products, and yield Reactants: O (water), CC(C(=O)NC1=CN(C=C1)C)C (2-Methyl-N-(1-methylpyrrol-3-yl)propanamide), IC (iodomethane), [H-].[Na+] (sodium hydride). The solvent is CN(C=O)C (dimethylformamide). Reaction conditions: temperature 0 celsius, time 30 minute. Product: CN(C(C(C)C)=O)C1=CN(C=C1)C (N,2-Dimethyl-N-(1-Methylpyrrol-3-yl)propanamide). Reaction SMILES: [CH3:1][CH:2]([CH3:12])[C:3]([NH:5][C:6]1[CH:10]=[CH:9][N:8]([CH3:11])[CH:7]=1)=[O:4].[H-].[Na+].I[CH3:16].O>CN(C)C=O>[CH3:16][N:5]([C:6]1[CH:10]=[CH:9][N:8]([CH3:11])[CH:7]=1)[C:3](=[O:4])[CH:2]([CH3:12])[CH3:1] |f:1.2|. Procedure: 2-Methyl-N-(1-methylpyrrol-3-yl)propanamide (2.50 g, 0.015 mol) in dry dimethylformamide (10 ml) was cooled to below 0° C. and stirred under nitrogen during the addition of 50% sodium hydride/oil (0.73 g, 0.0152 mol). After the addition, the mixture was stirred at 0° C. for 30 minutes and then brought to 15° C. when iodomethane (4.30 g, 0.0302 mol) was added. The mixture was stirred at room temperature overnight and then poured into water (200 ml) and the mixture extracted with ether (4 × 50 ml)... The reactants are CCCCCn1c(=O)[nH]c(=O)c2[nH]c(C(F)(F)F)nc21, C1COCCO1, S=P12SP3(=S)SP(=S)(S1)SP(=S)(S2)S3. The product is CCCCCn1c(=O)[nH]c(=S)c2[nH]c(C(F)(F)F)nc21. RXN SMILES: [CH2:1]([CH2:2][CH2:3][CH2:4][CH3:5])[n:6]1[c:7](=[O:20])[nH:8][c:9](=[O:19])[c:10]2[nH:11][c:12]([C:15]([F:16])([F:17])[F:18])[n:13][c:14]12.[CH2:35]1[O:36][CH2:37][CH2:38][O:39][CH2:40]1.[P:21]12(=[S:22])[S:23][P:24]3(=[S:34])[S:25][P:26](=[S:32])([S:27][P:28](=[S:31])([S:29]3)[S:30]1)[S:33]2>>[CH2:1]([CH2:2][CH2:3][CH2:4][CH3:5])[n:6]1[c:7](=[O:20])[nH:8][c:9](=[S:22])[c:10]2[nH:11][c:12]([C:15]([F:16])([F:17])[F:18])[n:13][c:14]12. Starting materials: C1CCOC1, CC=C(C)C, CC(C)(C)O, [O-][Cl+][O-], CCCc1nc(Cl)c(C=O)[nH]1, [Na+], [Na+], O, O, O=P([O-])(O)O. Yields the product CCCc1nc(Cl)c(C(=O)O)[nH]1. Reaction SMILES: [CH2:29]1[O:30][CH2:31][CH2:32][CH2:33]1.[CH3:23][C:24](=[CH:25][CH3:26])[CH3:27].[CH3:34][C:35]([OH:36])([CH3:37])[CH3:38].[Cl+:1]([O-:2])[O-:3].[Cl:12][c:13]1[n:14][c:15]([CH2:20][CH2:21][CH3:22])[nH:16][c:17]1[CH:18]=[O:19].[Na+:11].[Na+:4].[OH2:28].[OH2:5].[P:6]([O-:7])([OH:8])([OH:9])=[O:10]>>[OH:5][C:18]([c:17]1[c:13]([Cl:12])[n:14][c:15]([CH2:20][CH2:21][CH3:22])[nH:16]1)=[O:19]. Starting materials: [Al+3], O=C(O)c1cc(Br)ccc1Cl, [Cl-], [Cl-], [Cl-], O=C(Cl)C(=O)Cl, ClCCl, Cl, [Na+], CN(C)C=O, [OH-], CCOc1ccccc1. The product is CCOc1ccc(C(=O)c2cc(Br)ccc2Cl)cc1. Reaction SMILES: [Al+3:28].[Br:1][c:2]1[cH:3][cH:4][c:5]([Cl:11])[c:6]([C:7](=[O:8])[OH:9])[cH:10]1.[Cl-:27].[Cl-:29].[Cl-:30].[Cl:12][C:13]([C:14]([Cl:15])=[O:16])=[O:17].[Cl:34][CH2:35][Cl:36].[ClH:31].[Na+:33].[O:37]=[CH:38][N:39]([CH3:40])[CH3:41].[OH-:32].[c:18]1([O:24][CH2:25][CH3:26])[cH:19][cH:20][cH:21][cH:22][cH:23]1>>[Br:1][c:2]1[cH:3][cH:4][c:5]([Cl:11])[c:6]([C:7](=[O:9])[c:21]2[cH:20][cH:19][c:18]([O:24][CH2:25][CH3:26])[cH:23][cH:22]2)[cH:10]1. The reactants are C[O-], CO, [Cu], Nc1ccc(I)cn1, [Na+], Sc1ccccn1. The product is Nc1ccc(Sc2ccccn2)cn1. Reaction SMILES: [CH3:16][O-:17].[CH3:20][OH:21].[Cu:19].[NH2:1][c:2]1[n:3][cH:4][c:5]([I:8])[cH:6][cH:7]1.[Na+:18].[SH:9][c:10]1[n:11][cH:12][cH:13][cH:14][cH:15]1>>[NH2:1][c:2]1[n:3][cH:4][c:5]([S:9][c:10]2[n:11][cH:12][cH:13][cH:14][cH:15]2)[cH:6][cH:7]1. Starting materials: CC(=O)Cl, ClC(Cl)Cl, NCC(=O)C1CN2CCC1CC2, c1ccncc1. Yields the product CC(=O)NCC(=O)C1CN2CCC1CC2. RXN SMILES: [CH3:13][C:14]([Cl:15])=[O:16].[CH:23]([Cl:24])([Cl:25])[Cl:26].[NH2:1][CH2:2][C:3](=[O:4])[CH:5]1[CH2:6][N:7]2[CH2:8][CH2:9][CH:10]1[CH2:11][CH2:12]2.[cH:17]1[cH:18][cH:19][n:20][cH:21][cH:22]1>>[NH:1]([CH2:2][C:3](=[O:4])[CH:5]1[CH2:6][N:7]2[CH2:8][CH2:9][CH:10]1[CH2:11][CH2:12]2)[C:14]([CH3:13])=[O:16].